This data is from the Open Reaction Database (ORD), a public repository of structured organic reaction records. The task is: describe an organic reaction: reactants, conditions, products, and yield Reactants: [BH4-], CCO, [Cl-], [Na+], [Na+], O=Cc1ccc(Cc2ccccc2)s1. Yields the product OCc1ccc(Cc2ccccc2)s1. Reaction SMILES: [BH4-:1].[CH3:19][CH2:20][OH:21].[Cl-:18].[Na+:17].[Na+:2].[c:3]1([CH2:9][c:10]2[cH:11][cH:12][c:13]([CH:15]=[O:16])[s:14]2)[cH:4][cH:5][cH:6][cH:7][cH:8]1>>[c:3]1([CH2:9][c:10]2[cH:11][cH:12][c:13]([CH2:15][OH:16])[s:14]2)[cH:4][cH:5][cH:6][cH:7][cH:8]1. Yields the product O=C(O)c1ccoc1COc1ccccc1C1SC(c2ccc(F)cc2)=NN1C(=O)c1c(F)cc(F)cc1F. Starting materials: C1CCOC1, COC(=O)c1ccoc1COc1ccccc1C1SC(c2ccc(F)cc2)=NN1C(=O)c1c(F)cc(F)cc1F, CO, Cl, [Li+], [OH-], O. RXN SMILES: [CH2:44]1[O:45][CH2:46][CH2:47][CH2:48]1.[CH3:1][O:2][C:3](=[O:4])[c:5]1[c:6]([CH2:10][O:11][c:12]2[c:13]([CH:18]3[S:19][C:20]([c:34]4[cH:35][cH:36][c:37]([F:40])[cH:38][cH:39]4)=[N:21][N:22]3[C:23]([c:24]3[c:25]([F:32])[cH:26][c:27]([F:31])[cH:28][c:29]3[F:30])=[O:33])[cH:14][cH:15][cH:16][cH:17]2)[o:7][cH:8][cH:9]1.[CH3:49][OH:50].[ClH:43].[Li+:42].[OH-:41].[OH2:51]>>[O:2]=[C:3]([OH:4])[c:5]1[c:6]([CH2:10][O:11][c:12]2[c:13]([CH:18]3[S:19][C:20]([c:34]4[cH:35][cH:36][c:37]([F:40])[cH:38][cH:39]4)=[N:21][N:22]3[C:23]([c:24]3[c:25]([F:32])[cH:26][c:27]([F:31])[cH:28][c:29]3[F:30])=[O:33])[cH:14][cH:15][cH:16][cH:17]2)[o:7][cH:8][cH:9]1.